From a dataset of the Open Reaction Database (ORD), a public repository of structured organic reaction records. describe an organic reaction: reactants, conditions, products, and yield Starting materials: S1N=NC2=C1C(=CC=C2)C=O (benzo-1,2,3-thiadiazole-7-carbaldehyde), C(CC(=O)O)(=O)O (malonic acid), N1=CC=CC=C1 (pyridine), C(CC(=O)O)(=O)O (malonic acid), ice water, Cl (hydrochloric acid). Run in [OH-].[Na+] (sodium hydroxide). The product is S1N=NC2=C1C(=CC=C2)C=CC(=O)O (3-[benzo-1,2,3-thiadiazol-7-yl]acrylic acid). The yield is 447.6%. As a reaction SMILES: [S:1]1[C:5]2[C:6]([CH:10]=O)=[CH:7][CH:8]=[CH:9][C:4]=2[N:3]=[N:2]1.C(O)(=O)[CH2:13][C:14]([OH:16])=[O:15].N1C=CC=CC=1.Cl>[OH-].[Na+]>[S:1]1[C:5]2[C:6]([CH:10]=[CH:13][C:14]([OH:16])=[O:15])=[CH:7][CH:8]=[CH:9][C:4]=2[N:3]=[N:2]1 |f:4.5|. Procedure: A mixture of 1.96 g of benzo-1,2,3-thiadiazole-7-carbaldehyde, 1.24 g of malonic acid and 6 ml of pyridine are heated for 26 hours at 120° C., with 2 further additions of 0.6 g portions of malonic acid after 4 and 7 hours. The mixture is then cooled, poured into ice-water and acidified with concentrated hydrochloric acid. The precipitate which has formed is faltered off and dissolved in dilute sodium hydroxide solution, the mixture is washed three times with methylene chloride, and the aqueous p... The reactants are [Al+3], C=CC#N, CCCCCCC, [Cl-], [Cl-], [Cl-], ClCCl, Cl, Nc1ccccc1, [Pb]. Yields the product CC(C#N)c1ccc(N)cc1. As a reaction SMILES: [Al+3:15].[CH2:8]=[CH:9][C:10]#[N:11].[CH3:21][CH2:22][CH2:23][CH2:24][CH2:25][CH2:26][CH3:27].[Cl-:14].[Cl-:16].[Cl-:17].[Cl:18][CH2:19][Cl:20].[ClH:12].[NH2:1][c:2]1[cH:3][cH:4][cH:5][cH:6][cH:7]1.[Pb:13]>>[NH2:1][c:2]1[cH:3][cH:4][c:5]([CH:9]([CH3:8])[C:10]#[N:11])[cH:6][cH:7]1. Starting materials: O=C([O-])[O-], ClCc1cn2nc(Cl)ccc2n1, [Cs+], [Cs+], CN(C)C=O, O, COc1ccc(C2=C(c3ccc(O)cc3)C(=O)C(C)(C)O2)cc1. Yields the product COc1ccc(C2=C(c3ccc(OCc4cn5nc(Cl)ccc5n4)cc3)C(=O)C(C)(C)O2)cc1. As a reaction SMILES: [C:24](=[O:25])([O-:26])[O-:27].[Cl:35][c:36]1[cH:37][cH:38][c:39]2[n:40]([n:41]1)[cH:42][c:43]([CH2:45][Cl:46])[n:44]2.[Cs+:28].[Cs+:29].[O:30]=[CH:31][N:32]([CH3:33])[CH3:34].[OH2:47].[OH:1][c:2]1[cH:3][cH:4][c:5]([C:8]2=[C:12]([c:13]3[cH:14][cH:15][c:16]([O:19][CH3:20])[cH:17][cH:18]3)[O:11][C:10]([CH3:21])([CH3:22])[C:9]2=[O:23])[cH:6][cH:7]1>>[O:1]([c:2]1[cH:3][cH:4][c:5]([C:8]2=[C:12]([c:13]3[cH:14][cH:15][c:16]([O:19][CH3:20])[cH:17][cH:18]3)[O:11][C:10]([CH3:21])([CH3:22])[C:9]2=[O:23])[cH:6][cH:7]1)[CH2:45][c:43]1[cH:42][n:40]2[c:39]([cH:38][cH:37][c:36]([Cl:35])[n:41]2)[n:44]1. The product is BrCCCCCCCCCCCCOC1=CC=C(C(=O)OCC2=CC=CC=C2)C=C1 (benzyl 4-(12-bromododecyloxy)benzoate). Solvent: CC(=O)C (acetone). Procedure: A solution of 150 mmol (49.2 g) of 1,12-dibromododecane, 50 mmol (10.6 g) of benzyl 4-hydroxybenzoate, and 0.3 mol (41.5 g) of potassium carbonate in 500 ml of acetone was refluxed for 6 hours. The reaction solution was then filtered and concentrated, and the resulting crude product was purified by column chromatography to obtain the objective ester compound of the following formula. (yield: 82%) ##STR34## The yield is 82.0%. The reactants are BrCCCCCCCCCCCCBr (1,12-dibromododecane), OC1=CC=C(C(=O)OCC2=CC=CC=C2)C=C1 (benzyl 4-hydroxybenzoate), C([O-])([O-])=O.[K+].[K+] (potassium carbonate). Reaction SMILES: Br[CH2:2][CH2:3][CH2:4][CH2:5][CH2:6][CH2:7][CH2:8][CH2:9][CH2:10][CH2:11][CH2:12][CH2:13][Br:14].[OH:15][C:16]1[CH:31]=[CH:30][C:19]([C:20]([O:22][CH2:23][C:24]2[CH:29]=[CH:28][CH:27]=[CH:26][CH:25]=2)=[O:21])=[CH:18][CH:17]=1.C(=O)([O-])[O-].[K+].[K+]>CC(C)=O>[Br:14][CH2:13][CH2:12][CH2:11][CH2:10][CH2:9][CH2:8][CH2:7][CH2:6][CH2:5][CH2:4][CH2:3][CH2:2][O:15][C:16]1[CH:31]=[CH:30][C:19]([C:20]([O:22][CH2:23][C:24]2[CH:29]=[CH:28][CH:27]=[CH:26][CH:25]=2)=[O:21])=[CH:18][CH:17]=1 |f:2.3.4|. The reactants are S(O)(O)(=O)=O (Sulphuric acid), CN(CCC1=CNC2=CC=C(C=C12)CS(=O)(=O)NC)C (3-[2-(dimethylamino)ethyl]-N-methyl-1H-indole-5-methanesulphonamide). Run in O (water), C(C)O (ethanol), O (water). Reaction conditions: temperature 45 celsius. Product: S(=O)(=O)(O)O.CN(CCC1=CNC2=CC=C(C=C12)CS(=O)(=O)NC)C (3-[2-(Dimethylamino)ethyl]-N-methyl-1H-indole-5-methanesulphonamide sulphate). RXN SMILES: [S:1](=[O:5])(=[O:4])([OH:3])[OH:2].[CH3:6][N:7]([CH3:25])[CH2:8][CH2:9][C:10]1[C:18]2[C:13](=[CH:14][CH:15]=[C:16]([CH2:19][S:20]([NH:23][CH3:24])(=[O:22])=[O:21])[CH:17]=2)[NH:12][CH:11]=1>O.C(O)C>[S:1]([OH:5])([OH:4])(=[O:3])=[O:2].[CH3:25][N:7]([CH3:6])[CH2:8][CH2:9][C:10]1[C:18]2[C:13](=[CH:14][CH:15]=[C:16]([CH2:19][S:20]([NH:23][CH3:24])(=[O:21])=[O:22])[CH:17]=2)[NH:12][CH:11]=1 |f:4.5|. Procedure: Sulphuric acid solution (2N,169 ml) was diluted with water (106 ml) and added rapidly dropwise to a stirred solution of 3-[2-(dimethylamino)ethyl]-N-methyl-1H-indole-5-methanesulphonamide (100 g) in ethanol (2.3 l) and water (25 ml) at reflux. The resulting solution was cooled to 45° C.; then seeded, cooled to 4° C. and aged 1 h. The reaction mixture was filtered and the filtrate washed with ethanol (50 ml) then dried at 40° C. in vacuo to give the title compound (114 g) in a solvated form, m.p.... Starting materials: N1C(=NC2=C1C=CC=C2)C2=NNC1=CC(=CC=C21)C(=O)O (3-(1H-benzoimidazol-2-yl)-1H-indazole-6-carboxylic acid), OC1=CC=C(C=C1)NC(=O)C1=CC=C2C(=NNC2=C1)C=O (N-(4-hydroxyphenyl)-3-formyl-1H-indazole-6-carboxamide), FC1=CC(=C(C=C1F)N)N (4,5-difluoro1,2-phenylenediamine). Product: FC1=CC2=C(NC(=N2)C2=NNC3=CC(=CC=C23)C(=O)NC2=CC=C(C=C2)O)C=C1F (3-(5,6-difluoro-1H-benzoimidazol-2-yl)-N-(4-hydroxyphenyl)-1H-indazole-6-carboxamide). RXN SMILES: N1C2C=CC=CC=2N=C1C1C2C(=CC(C(O)=O)=CC=2)NN=1.[OH:22][C:23]1[CH:28]=[CH:27][C:26]([NH:29][C:30]([C:32]2[CH:40]=[C:39]3[C:35]([C:36]([CH:41]=O)=[N:37][NH:38]3)=[CH:34][CH:33]=2)=[O:31])=[CH:25][CH:24]=1.[F:43][C:44]1[C:49]([F:50])=[CH:48][C:47]([NH2:51])=[C:46]([NH2:52])[CH:45]=1>>[F:43][C:44]1[C:49]([F:50])=[CH:48][C:47]2[NH:51][C:41]([C:36]3[C:35]4[C:39](=[CH:40][C:32]([C:30]([NH:29][C:26]5[CH:25]=[CH:24][C:23]([OH:22])=[CH:28][CH:27]=5)=[O:31])=[CH:33][CH:34]=4)[NH:38][N:37]=3)=[N:52][C:46]=2[CH:45]=1. Procedure: Using the same procedure as for the synthesis of 3-(1H-benzoimidazol-2-yl)-1H-indazole-6-carboxylic acid in Example 53(a), step (ii), N-(4-hydroxyphenyl)-3-formyl-1H-indazole-6-carboxamide and 4,5-difluoro1,2-phenylenediamine gave 3-(5,6-difluoro-1H-benzoimidazol-2-yl)-N-(4-hydroxyphenyl)-1H-indazole-6-carboxamide as a tan solid. 1H NMR (DMSO-d6) δ 13.99 (1H, s), 13.27 (1H, s), 10.21 (1H, s), 9.25 (1H, s), 8.52 (1H, d, J=8.7 Hz), 8.21 (1H, s), 7.85 (1H, d, J=9.0 Hz), 7.80 (1H, t, J=9.8 Hz), 7.55... Yields the product COc1ccc(Cn2nc(CC(O)CO)c3c(Cl)nc(N(C(=O)OC(C)(C)C)C(=O)OC(C)(C)C)nc32)cc1. As a reaction SMILES: [CH3:60][OH:61].[Cl:1][c:2]1[c:3]2[c:4]([n:5][c:6]([N:8]([C:9](=[O:10])[O:11][C:12]([CH3:13])([CH3:14])[CH3:15])[C:16](=[O:17])[O:18][C:19]([CH3:20])([CH3:21])[CH3:22])[n:7]1)[n:23]([CH2:34][c:35]1[cH:36][cH:37][c:38]([O:41][CH3:42])[cH:39][cH:40]1)[n:24][c:25]2[CH2:26][CH:27]1[O:28][C:29]([CH3:32])([CH3:33])[O:30][CH2:31]1.[c:43]1([CH3:44])[cH:45][cH:46][c:47]([S:48]([O-:49])(=[O:50])=[O:51])[cH:52][cH:53]1.[nH+:54]1[cH:55][cH:56][cH:57][cH:58][cH:59]1>>[Cl:1][c:2]1[c:3]2[c:4]([n:5][c:6]([N:8]([C:9](=[O:10])[O:11][C:12]([CH3:13])([CH3:14])[CH3:15])[C:16](=[O:17])[O:18][C:19]([CH3:20])([CH3:21])[CH3:22])[n:7]1)[n:23]([CH2:34][c:35]1[cH:36][cH:37][c:38]([O:41][CH3:42])[cH:39][cH:40]1)[n:24][c:25]2[CH2:26][CH:27]([OH:28])[CH2:31][OH:30]. The reactants are CO, COc1ccc(Cn2nc(CC3COC(C)(C)O3)c3c(Cl)nc(N(C(=O)OC(C)(C)C)C(=O)OC(C)(C)C)nc32)cc1, Cc1ccc(S(=O)(=O)[O-])cc1, c1cc[nH+]cc1. Reactants: BrB(Br)Br, ClCCl, CCc1cc2c(OC)cccc2n1Cc1ccccc1-c1ccccc1. Product: CCc1cc2c(O)cccc2n1Cc1ccccc1-c1ccccc1. As a reaction SMILES: [B:27]([Br:28])([Br:29])[Br:30].[Cl:31][CH2:32][Cl:33].[c:1]1(-[c:21]2[cH:22][cH:23][cH:24][cH:25][cH:26]2)[c:2]([CH2:7][n:8]2[c:9]([CH2:19][CH3:20])[cH:10][c:11]3[c:12]([O:17][CH3:18])[cH:13][cH:14][cH:15][c:16]23)[cH:3][cH:4][cH:5][cH:6]1>>[c:1]1(-[c:21]2[cH:22][cH:23][cH:24][cH:25][cH:26]2)[c:2]([CH2:7][n:8]2[c:9]([CH2:19][CH3:20])[cH:10][c:11]3[c:12]([OH:17])[cH:13][cH:14][cH:15][c:16]23)[cH:3][cH:4][cH:5][cH:6]1.